Dataset: the Open Reaction Database (ORD), a public repository of structured organic reaction records. Task: describe an organic reaction: reactants, conditions, products, and yield The reactants are N1=CC=CC=C1 (pyridine), S1C(=CC=C1)CC(=O)NC1[C@@H]2N(C(=CCS2)C(=O)OC(C2=CC=CC=C2)C2=CC=CC=C2)C1=O (Benzhydryl 7-(2-thienylacetamido)-3-cephem-4-carboxylate), P(Cl)(Cl)(Cl)(Cl)Cl (PCl5). Run in [H-].[Ca+2].[H-] (calcium hydride). Conditions: time 2 hour. Product: NC1[C@@H]2N(C(=CCS2)C(=O)OC(C2=CC=CC=C2)C2=CC=CC=C2)C1=O (Benzhydryl 7-amino-3-cephem-4 -carboxylate). Reaction SMILES: S1C=CC=C1CC([NH:9][CH:10]1[C:33](=[O:34])[N:12]2[C:13]([C:17]([O:19][CH:20]([C:27]3[CH:32]=[CH:31][CH:30]=[CH:29][CH:28]=3)[C:21]3[CH:26]=[CH:25][CH:24]=[CH:23][CH:22]=3)=[O:18])=[CH:14][CH2:15][S:16][C@H:11]12)=O.N1C=CC=CC=1.P(Cl)(Cl)(Cl)(Cl)Cl>[H-].[Ca+2].[H-]>[NH2:9][CH:10]1[C:33](=[O:34])[N:12]2[C:13]([C:17]([O:19][CH:20]([C:21]3[CH:26]=[CH:25][CH:24]=[CH:23][CH:22]=3)[C:27]3[CH:32]=[CH:31][CH:30]=[CH:29][CH:28]=3)=[O:18])=[CH:14][CH2:15][S:16][C@H:11]12 |f:3.4.5|. Procedure details: Benzhydryl 7-(2-thienylacetamido)-3-cephem-4-carboxylate (2.45 g. 5 mmol) was dissolved in calcium hydride dried benzene (130 ml) containing dry pyridine (0.59 g, 7.4 mmol). The solution was maintained at 0° and PCl5 (1.54 g. 7.4 mmol.) was added with stirring. The reaction mixture was stirred under nitrogen at 0° for three hours and then the solvent was removed in vacuo. Anhydrous methanol (260 ml) was added to the residue and the resultant mixture was allowed to stand 2 hours. The methanol was... Starting materials: BrC1=C2C=CC(=CC2=CC=C1)S(=O)(=O)NC1=NC=NC=C1 (5-bromo-N-(pyrimidin-4-yl)naphthalene-2-sulfonamide), ClC1=C(C=CC(=C1)C(F)(F)F)C1=C2C=CC(=CC2=CC=C1)S(=O)(=O)OC1=C(C(=C(C(=C1F)F)F)F)F (perfluorophenyl 5-(2-chloro-4-(trifluoromethyl)phenyl)naphthalene-2-sulfonate), COC1=CC=C(CNC=2SC=CN2)C=C1 (N-(4-methoxybenzyl)thiazol-2-amine), ClC1=C(C=CC(=C1)C(F)(F)F)C1=C2C=CC(=CC2=CC=C1)S(=O)(=O)OC1=C(C(=C(C(=C1F)F)F)F)F (perfluorophenyl 5-(2-chloro-4-(trifluoromethyl)phenyl)naphthalene-2-sulfonate). The product is ClC1=C(C=CC(=C1)C(F)(F)F)C1=C2C=CC(=CC2=CC=C1)S(=O)(=O)N(C=1SC=CN1)CC1=CC=C(C=C1)OC (5-(2-CHLORO-4-(TRIFLUOROMETHYL)PHENYL)-N-(4-METHOXYBENZYL)-N-(THIAZOL-2-YL)NAPHTHALENE-2-SULFONAMIDE). RXN SMILES: BrC1C=CC=C2C=1C=CC(S(NC1C=CN=CN=1)(=O)=O)=C2.[CH3:22][O:23][C:24]1[CH:36]=[CH:35][C:27]([CH2:28][NH:29][C:30]2[S:31][CH:32]=[CH:33][N:34]=2)=[CH:26][CH:25]=1.[Cl:37][C:38]1[CH:43]=[C:42]([C:44]([F:47])([F:46])[F:45])[CH:41]=[CH:40][C:39]=1[C:48]1[CH:57]=[CH:56][CH:55]=[C:54]2[C:49]=1[CH:50]=[CH:51][C:52]([S:58](OC1C(F)=C(F)C(F)=C(F)C=1F)(=[O:60])=[O:59])=[CH:53]2>>[Cl:37][C:38]1[CH:43]=[C:42]([C:44]([F:47])([F:46])[F:45])[CH:41]=[CH:40][C:39]=1[C:48]1[CH:57]=[CH:56][CH:55]=[C:54]2[C:49]=1[CH:50]=[CH:51][C:52]([S:58]([N:29]([CH2:28][C:27]1[CH:26]=[CH:25][C:24]([O:23][CH3:22])=[CH:36][CH:35]=1)[C:30]1[S:31][CH:32]=[CH:33][N:34]=1)(=[O:59])=[O:60])=[CH:53]2. Procedure: The title compound was prepared in an analogous manner to that of intermediate W, except that N-(4-methoxybenzyl)thiazol-2-amine was used in place of 4-aminopyrimidine and perfluorophenyl 5-(2-chloro-4-(trifluoromethyl)phenyl)naphthalene-2-sulfonate (intermediate Z) was used instead of perfluorophenyl 5-bromonaphthalene-2-sulfonate. MS (ESI, positive) m/z: 588.9. As a reaction SMILES: [CH:19]([O-:20])=[O:21].[CH:36]([O:37][CH:38]([CH3:39])[CH3:40])([CH3:41])[CH3:42].[F:1][C:2]([C:3]([C:4]([C:5]([I:6])([F:7])[F:8])([F:9])[F:10])([F:11])[F:12])([F:13])[F:14].[Na+:22].[Na+:34].[Na+:35].[O:43]=[CH:44][N:45]([CH3:46])[CH3:47].[OH2:23].[OH2:24].[OH2:25].[OH2:26].[OH2:27].[OH2:28].[OH2:29].[OH2:48].[OH:15][CH2:16][CH2:17][SH:18].[S:30]([O-:31])([O-:32])=[O:33]>>[F:1][C:2]([C:3]([C:4]([C:5]([F:7])([F:8])[S:18][CH2:17][CH2:16][OH:15])([F:9])[F:10])([F:11])[F:12])([F:13])[F:14]. Product: OCCSC(F)(F)C(F)(F)C(F)(F)C(F)(F)F. Reactants: O=C[O-], CC(C)OC(C)C, FC(F)(F)C(F)(F)C(F)(F)C(F)(F)I, [Na+], [Na+], [Na+], CN(C)C=O, O, O, O, O, O, O, O, O, OCCS, O=S([O-])[O-]. Yields the product C1(=CC=CC=C1)CN(C1=NC=2C=CC=CC2C2=C1N=C(N2COCC)CCCCCl)CC2=CC=CC=C2 (N,N-bis(phenylmethyl)-2-(4-chlorobutyl)-1-ethoxymethyl-1H-imidazo[4,5-c]quinolin-4-amine). Starting materials: C(CCC)[Li] (Butyllithium), C(C)(=O)OCC (ethyl acetate), C1(=CC=CC=C1)CN(C1=NC=2C=CC=CC2C2=C1N=C(N2COCC)C)CC2=CC=CC=C2 (N,N-bis(phenylmethyl)-1-ethoxymethyl-2-methyl-1H-imidazo[4,5-c]quinolin-4-amine), BrCCCCl (1-Bromo-3-chloropropane). The yield is 57.9%. As a reaction SMILES: [C:1]1([CH2:7][N:8]([CH2:27][C:28]2[CH:33]=[CH:32][CH:31]=[CH:30][CH:29]=2)[C:9]2[C:18]3[N:19]=[C:20]([CH3:26])[N:21]([CH2:22][O:23][CH2:24][CH3:25])[C:17]=3[C:16]3[CH:15]=[CH:14][CH:13]=[CH:12][C:11]=3[N:10]=2)[CH:6]=[CH:5][CH:4]=[CH:3][CH:2]=1.C([Li])CCC.Br[CH2:40][CH2:41][CH2:42][Cl:43].C(OCC)(=O)C>O1CCCC1.C(OCC)C.O>[C:28]1([CH2:27][N:8]([CH2:7][C:1]2[CH:2]=[CH:3][CH:4]=[CH:5][CH:6]=2)[C:9]2[C:18]3[N:19]=[C:20]([CH2:26][CH2:40][CH2:41][CH2:42][Cl:43])[N:21]([CH2:22][O:23][CH2:24][CH3:25])[C:17]=3[C:16]3[CH:15]=[CH:14][CH:13]=[CH:12][C:11]=3[N:10]=2)[CH:33]=[CH:32][CH:31]=[CH:30][CH:29]=1. Run in C(C)OCC (diethyl ether), O (water), O1CCCC1 (tetrahydrofuran), hexanes. Reported procedure: Under a nitrogen atmosphere, a solution of N,N-bis(phenylmethyl)-1-ethoxymethyl-2-methyl-1H-imidazo[4,5-c]quinolin-4-amine (1.12 g, 2.56 mmole) in tetrahydrofuran (20 mL) was cooled to -78° C. Butyllithium (1.03 mL of 2.5M in hexanes, 2.56 mmole) was added and the reaction mixture was stirred for 5 minutes. 1-Bromo-3-chloropropane (2.7 mL, 25 mmole) was added and the reaction mixture was allowed to warm to ambient temperature. When the reaction was complete, as indicated by thin layer chromatogr... Conditions: time 5 minute. Starting materials: O (water), Cl.ClCC1=NC2=CC=CC=C2C=C1 (2-chloromethylquinoline hydrochloride), C1(=CC(=CC=C1)O)O (1,3-benzenediol), C([O-])([O-])=O.[K+].[K+] (potassium carbonate). Run in CN(C=O)C (dimethylformamide). Product: OC=1C=C(OCC2=NC3=CC=CC=C3C=C2)C=CC1 (2-(3-hydroxyphenoxy)methylquinoline). Reaction SMILES: Cl.Cl[CH2:3][C:4]1[CH:13]=[CH:12][C:11]2[C:6](=[CH:7][CH:8]=[CH:9][CH:10]=2)[N:5]=1.[C:14]1([OH:21])[CH:19]=[CH:18][CH:17]=[C:16]([OH:20])[CH:15]=1.C(=O)([O-])[O-].[K+].[K+].O>CN(C)C=O>[OH:20][C:16]1[CH:15]=[C:14]([CH:19]=[CH:18][CH:17]=1)[O:21][CH2:3][C:4]1[CH:13]=[CH:12][C:11]2[C:6](=[CH:7][CH:8]=[CH:9][CH:10]=2)[N:5]=1 |f:0.1,3.4.5|. Reported procedure: A mixture (0.06 moles) of 2-chloromethylquinoline hydrochloride, (0.06 moles) of 1,3-benzenediol and 18 g of potassium carbonate in 50 ml of dimethylformamide is heated at 70° C. overnight. The reaction mixture is poured into water, and the precipitated product is collected, filtered and dried to give 2-(3-hydroxyphenoxy)methylquinoline having an m.p. of 151°-53° C. Reactants: CCOC(C)=O, CC(C)OC(C)C, COC(=O)Cl, O=C(Nc1ccc(F)cc1)NC1CCNCC1, C1CCOC1, O, c1ccncc1. Yields the product COC(=O)N1CCC(NC(=O)Nc2ccc(F)cc2)CC1. RXN SMILES: [CH3:41][CH2:42][O:43][C:44](=[O:45])[CH3:46].[CH:29]([O:30][CH:31]([CH3:32])[CH3:33])([CH3:34])[CH3:35].[Cl:24][C:25](=[O:26])[O:27][CH3:28].[NH:1]1[CH2:2][CH2:3][CH:4]([NH:7][C:8](=[O:9])[NH:10][c:11]2[cH:12][cH:13][c:14]([F:17])[cH:15][cH:16]2)[CH2:5][CH2:6]1.[O:36]1[CH2:37][CH2:38][CH2:39][CH2:40]1.[OH2:47].[cH:18]1[cH:19][cH:20][n:21][cH:22][cH:23]1>>[N:1]1([C:25](=[O:26])[O:27][CH3:28])[CH2:2][CH2:3][CH:4]([NH:7][C:8](=[O:9])[NH:10][c:11]2[cH:12][cH:13][c:14]([F:17])[cH:15][cH:16]2)[CH2:5][CH2:6]1. The reactants are O=C(F)c1ccc(F)c(Br)c1, N, O. Product: NC(=O)c1ccc(F)c(Br)c1. As a reaction SMILES: [Br:1][c:2]1[cH:3][c:4]([C:5](=[O:6])[F:7])[cH:8][cH:9][c:10]1[F:11].[NH3:12].[OH2:13]>>[Br:1][c:2]1[cH:3][c:4]([C:5](=[O:6])[NH2:12])[cH:8][cH:9][c:10]1[F:11].